Task: describe an organic reaction: reactants, conditions, products, and yield. Dataset: the Open Reaction Database (ORD), a public repository of structured organic reaction records Starting materials: F\C=C(\CN(C=O)C=O)/CCC1=CC=C(C=C1)F ((E)-N-(2-(fluoromethylene)-4-(p-fluorophenyl)butyl)-N-formyl formamide), Cl (hydrochloric acid), C(C)O (ethanol), O (water). Run in C1(=CC=CC=C1)C (toluene). Run at temperature 25 celsius, time 1 hour. Product: Cl.NC/C(/CCC1=CC=C(C=C1)F)=C/F ((E)-1-amino-2-(fluoromethylene)-4-(p-fluorophenyl)butane hydrochloride salt). RXN SMILES: [F:1]/[CH:2]=[C:3](\[CH2:10][CH2:11][C:12]1[CH:17]=[CH:16][C:15]([F:18])=[CH:14][CH:13]=1)/[CH2:4][N:5](C=O)C=O.C(O)C.O.[ClH:23]>C1(C)C=CC=CC=1>[ClH:23].[NH2:5][CH2:4]/[C:3](=[CH:2]/[F:1])/[CH2:10][CH2:11][C:12]1[CH:13]=[CH:14][C:15]([F:18])=[CH:16][CH:17]=1 |f:5.6|. Reported procedure: Combine (E)-N-(2-(fluoromethylene)-4-(p-fluorophenyl)butyl)-N-formyl formamide (8.0 g, 32.7 mmol), ethanol (19.9 g), water (29.8 g), and aqueous 12M hydrochloric acid solution (13.1 g). Heat to reflux. After 1 hour, add toluene (29.8 g). Cool to 25° C. Separate the layers. Distill the aqueous layer until the volume is reduced by about two thirds. Cool to 50° C. Add concentrated aqueous hydrochloric acid solution (50 g). Cool to -5° C., filter , rinse with toluene, and dry in vacuo at 60° C. to g... Procedure details: Under ice-cooling, 10 drops of a 50% choline solution was added to a mixture of 20.0 g of 3-(trifluoromethyl)phenylhydrazine and 6.63 g of acrylonitrile, and the mixture was heated at 95° C. for one hour. After allowed to stand for cooling, 22 ml of 1N hydrochloric acid was added and the mixture was stirred at 95° C. for 10 minutes. After subjecting the mixture to hot activated charcoal treatment, the mixture was adjusted to an alkaline pH with a 10% aqueous sodium hydroxide solution under ice-c... As a reaction SMILES: OCC[N+](C)(C)C.[F:8][C:9]([F:19])([F:18])[C:10]1[CH:11]=[C:12]([NH:16][NH2:17])[CH:13]=[CH:14][CH:15]=1.[C:20](#[N:23])[CH:21]=[CH2:22].Cl.C.[OH-].[Na+]>>[F:8][C:9]([F:18])([F:19])[C:10]1[CH:11]=[C:12]([N:16]2[CH2:22][CH2:21][C:20]([NH2:23])=[N:17]2)[CH:13]=[CH:14][CH:15]=1 |f:5.6|. Yield: 66.4%. The reactants are OCC[N+](C)(C)C (choline), FC(C=1C=C(C=CC1)NN)(F)F (3-(trifluoromethyl)phenylhydrazine), C(C=C)#N (acrylonitrile), Cl (hydrochloric acid), C (charcoal), [OH-].[Na+] (sodium hydroxide). The product is FC(C=1C=C(C=CC1)N1N=C(CC1)N)(F)F (1-[3-(trifluoromethyl)phenyl]-3-amino-2-pyrazoline). Run at temperature 95 celsius, time 10 minute.